This data is from the Open Reaction Database (ORD), a public repository of structured organic reaction records. The task is: describe an organic reaction: reactants, conditions, products, and yield Starting materials: COC1=CC=C(COC(=O)C2=C(C([C@H]3N2C([C@@H]3C(C)O)=O)CC)CSC3=CC=NC=C3)C=C1 (6α-(1-hydroxyethyl)-1-ethyl-2-(4-pyridylthio)methyl-1-carbapen-2-em-3-carboxylic acid p-methoxybenzyl ester), C(O)([O-])=O.[Na+].C(C)(=O)OCC (sodium hydrogen carbonate ethyl acetate), C(C)(=O)O (acetic acid), O.O.O.[F-].C(CCC)[N+](CCCC)(CCCC)CCCC (tetrabutylammonium fluoride trihydrate). Solvent: O1CCCC1 (tetrahydrofuran). The product is COC1=CC=C(COC(=O)C2=C(C([C@H]3N2C([C@@H]3C(C)O)=O)CC)CSC3=CC=NC=C3)C=C1 (6α-(1-hydroxyethyl)-1-ethyl-2-(4-pyridylthio)methyl-1-carbapen-2-em-3-carboxylic acid p-methoxybenzyl ester), COC1=CC=C(COC(=O)C2C(C([C@H]3N2C([C@@H]3C(C)O)=O)C)=CSC3=CC=NC=C3)C=C1 (6α-(1-hydroxyethyl)-1-methyl-2-(4-pyridylthio)methylidene-1-carbapenam-3-carboxylic acid p-methoxybenzyl ester). Yield: 6.0%. Reaction SMILES: [CH3:1][O:2][C:3]1[CH:33]=[CH:32][C:6]([CH2:7][O:8][C:9]([C:11]2[N:15]3[C:16](=[O:21])[C@H:17]([CH:18]([OH:20])[CH3:19])[C@H:14]3[CH:13]([CH2:22][CH3:23])[C:12]=2[CH2:24][S:25][C:26]2[CH:31]=[CH:30][N:29]=[CH:28][CH:27]=2)=[O:10])=[CH:5][CH:4]=1.C(O)(=O)C.O.O.O.[F-].C([N+](CCCC)(CCCC)CCCC)CCC.C(=O)([O-])O.[Na+].C(OCC)(=O)C>O1CCCC1>[CH3:1][O:2][C:3]1[CH:4]=[CH:5][C:6]([CH2:7][O:8][C:9]([C:11]2[N:15]3[C:16](=[O:21])[C@H:17]([CH:18]([OH:20])[CH3:19])[C@H:14]3[CH:13]([CH2:22][CH3:23])[C:12]=2[CH2:24][S:25][C:26]2[CH:31]=[CH:30][N:29]=[CH:28][CH:27]=2)=[O:10])=[CH:32][CH:33]=1.[CH3:1][O:2][C:3]1[CH:4]=[CH:5][C:6]([CH2:7][O:8][C:9]([CH:11]2[N:15]3[C:16](=[O:21])[C@H:17]([CH:18]([OH:20])[CH3:19])[C@H:14]3[CH:13]([CH3:22])[C:12]2=[CH:24][S:25][C:26]2[CH:31]=[CH:30][N:29]=[CH:28][CH:27]=2)=[O:10])=[CH:32][CH:33]=1 |f:2.3.4.5.6,7.8.9|. Reported procedure: This silylate (b) (2.1 g; 3.69 millimoles) is dissolved in tetrahydrofuran (10 ml), mixed with acetic acid (0.8 ml) and tetrabutylammonium fluoride trihydrate (2.78 g; 2.4 equivalents) and kept at room temperature two nights. The reaction mixture is poured into aqueous sodium hydrogen carbonate-ethyl acetate. The organic layer is separated, washed with water, dried, and concentrated in vacuum, and purified by chromatography (Lober B, ethyl acetate) to give 6α-(1-hydroxyethyl)-1-methyl-2-(4-pyrid...